From a dataset of the Open Reaction Database (ORD), a public repository of structured organic reaction records. describe an organic reaction: reactants, conditions, products, and yield The solvent is ClCCl (dichloromethane). Procedure: A mixture of 1C (6.83 g, 25 mmol), 3,4,5-trimethoxytoluene (4.56 g; 25 mmol), P2O5 (15.0 g) and dichloromethane (100 ml) is stirred at room temperature for 16 hours. Subsequently, the dichloromethane is distilled off and the residue is diluted with water and ethyl acetate. The organic phase is washed with water and concentrated. The residue is purified by preparative HPLC with acetonitrile:water 9:1 as eluent yielding the pure product as a yellow oil, 1.1 g, (10.1%). Starting materials: C(C)(=O)OC1=C(C(=O)O)C(=C(C=C1)Br)C (2-Acetoxy-5-bromo-6-methylbenzoic acid), COC=1C=C(C=C(C1OC)OC)C (3,4,5-trimethoxytoluene), O=P12OP3(=O)OP(=O)(O1)OP(=O)(O2)O3 (P2O5). Reaction conditions: time 16 hour. Product: C(C)(=O)OC1=C(C(=O)C2=C(C(=C(C=C2C)OC)OC)OC)C(=C(C=C1)Br)C (2-Acetoxy-5-bromo-6,6'-dimethyl-2', 3', 4'-trimethoxy-benzophenone). As a reaction SMILES: [C:1]([O:4][C:5]1[CH:13]=[CH:12][C:11]([Br:14])=[C:10]([CH3:15])[C:6]=1[C:7]([OH:9])=O)(=[O:3])[CH3:2].[CH3:16][O:17][C:18]1[CH:19]=[C:20]([CH3:28])[CH:21]=[C:22]([O:26][CH3:27])[C:23]=1[O:24][CH3:25].O=P12OP3(OP(OP(O3)(O1)=O)(=O)O2)=O>ClCCl>[C:1]([O:4][C:5]1[CH:13]=[CH:12][C:11]([Br:14])=[C:10]([CH3:15])[C:6]=1[C:7]([C:19]1[C:20]([CH3:28])=[CH:21][C:22]([O:26][CH3:27])=[C:23]([O:24][CH3:25])[C:18]=1[O:17][CH3:16])=[O:9])(=[O:3])[CH3:2]. Reactants: C(=CCCCC)C=1C(=NNC1)C=1C=NC=CC1 (3-(4-Hex-1-enyl-1H-pyrazol-3-yl)-pyridine), 22A, C(C)OCC (diethyl ether), title compound 47A, 21. Product: C(=CCCCC)C=1C(=NNC1)C=1CN(CCC1)C (3-(4-Hex-1-enyl-1H-pyrazol-3-yl)-1,2,5,6-tetrahydro-1-methylpyridine). RXN SMILES: [CH:1]([C:7]1[C:8]([C:12]2[CH:13]=[N:14][CH:15]=[CH:16][CH:17]=2)=[N:9][NH:10][CH:11]=1)=[CH:2][CH2:3][CH2:4][CH2:5][CH3:6].[CH2:18](OCC)C>>[CH:1]([C:7]1[C:8]([C:12]2[CH2:13][N:14]([CH3:18])[CH2:15][CH2:16][CH:17]=2)=[N:9][NH:10][CH:11]=1)=[CH:2][CH2:3][CH2:4][CH2:5][CH3:6]. Reported procedure: Compound 46A (0.34 g, 0.97 mmol), 0.7 g of KOH and 1 ml of NH2NH2.H2O were combined in diethylene glycol (10 ml) and warmed to reflux for 1 hour under N2. The mixture was cooled, concentrated and redissolved in MeOH. Filtration over 25 g of SCX-2 (MeOH followed by 1 N NH3/MeOH) and subsequent purification by flash chromatography (ethyl acetate) afforded 3-(4-hex-1-enyl-1H-pyrazol-3-yl)-pyridine (the deprotected analog of 46A). Yield 0.18 g (86%). (TLC diethyl ether Rf 0.18). 3-(4-Hex-1-enyl-1H-p...